Dataset: the Open Reaction Database (ORD), a public repository of structured organic reaction records. Task: describe an organic reaction: reactants, conditions, products, and yield The reactants are ClC1=CC=C(CC2CC3CCC(C2)N3CC(C)N)C=C1 (2-[3-(4-chlorobenzyl)-8-aza-bicyclo[3.2.1]oct-8-yl]-1-methyl-ethylamine), COC=1C=C(C=C(C1OC)OC)N=C=O (3,4,5-trimethoxyphenylisocyanate). Run in C(Cl)Cl (CH2Cl2), C(Cl)Cl (CH2Cl2). Run at time 4 hour. The product is OC1C2C(NC(C1)CC2)=O (5-hydroxy-2-aza-bicyclo[2.2.2]octan-3-one). Isolated yield 55.0%. RXN SMILES: ClC1C=CC(CC2CC3N(CC(N)C)C(CC3)C2)=CC=1.C[O:22][C:23]1[CH:24]=[C:25]([N:33]=[C:34]=[O:35])[CH:26]=[C:27](OC)[C:28]=1OC>C(Cl)Cl>[OH:22][CH:23]1[CH2:24][CH:25]2[CH2:26][CH2:27][CH:28]1[C:34](=[O:35])[NH:33]2. Procedure details: To a solution of 2-[3-(4-chlorobenzyl)-8-aza-bicyclo[3.2.1]oct-8-yl]-1-methyl-ethylamine in CH2Cl2 was added 3,4,5-trimethoxyphenylisocyanate at −78° C. After the addition, it was allowed to warm up to rt where it was stirred for 4 h. It was then diluted with CH2Cl2. The organic layer was washed with NaCl (sat.) and dried over Na2SO4. The crude product was purified on a silica-gel column with 3% (10% iPr-NH2 in MeOH) in EtOAc to give 55% of Example 4 (m.p. 115–120° C., M+: 502). Procedure: A mixture of tert-butyl[3-(2-amino-5-chlorophenoxy)benzyl]carbamate (3.48 g, 10 mmols), 4-tert-butyldimethylsilyloxybenzaldehyde (2.19 g, 12 mmols), acetic acid (1 ml) and methanol (40 ml) was stirred at room temperature for 1 hour, to which was added sodium cyanoborohydride (0.75 g, 12 mmols). Next, this was stirred at room temperature for 3 hours. The reaction mixture was poured into water, and extracted with ethyl acetate. The extract was washed with water, then dried with anhydrous magnesium... Reactants: C(#N)[BH3-].[Na+] (sodium cyanoborohydride), C(C)(C)(C)OC(NCC1=CC(=CC=C1)OC1=C(C=CC(=C1)Cl)N)=O (tert-butyl[3-(2-amino-5-chlorophenoxy)benzyl]carbamate), [Si](C)(C)(C(C)(C)C)OC1=CC=C(C=O)C=C1 (4-tert-butyldimethylsilyloxybenzaldehyde), C(C)(=O)O (acetic acid). Isolated yield 42.2%. Yields the product C(C)(C)(C)OC(NCC1=CC(=CC=C1)OC1=C(C=CC(=C1)Cl)NCC1=CC=C(C=C1)O[Si](C)(C)C(C)(C)C)=O (tert-butyl[3-[2-(4-tert-butyldimethylsilyloxybenzylamino)-5-chlorophenoxy]benzyl]carbamate). As a reaction SMILES: [C:1]([O:5][C:6](=[O:24])[NH:7][CH2:8][C:9]1[CH:14]=[CH:13][CH:12]=[C:11]([O:15][C:16]2[CH:21]=[C:20]([Cl:22])[CH:19]=[CH:18][C:17]=2[NH2:23])[CH:10]=1)([CH3:4])([CH3:3])[CH3:2].[Si:25]([O:32][C:33]1[CH:40]=[CH:39][C:36]([CH:37]=O)=[CH:35][CH:34]=1)([C:28]([CH3:31])([CH3:30])[CH3:29])([CH3:27])[CH3:26].C(O)(=O)C.C([BH3-])#N.[Na+]>O.CO>[C:1]([O:5][C:6](=[O:24])[NH:7][CH2:8][C:9]1[CH:14]=[CH:13][CH:12]=[C:11]([O:15][C:16]2[CH:21]=[C:20]([Cl:22])[CH:19]=[CH:18][C:17]=2[NH:23][CH2:37][C:36]2[CH:35]=[CH:34][C:33]([O:32][Si:25]([C:28]([CH3:31])([CH3:30])[CH3:29])([CH3:27])[CH3:26])=[CH:40][CH:39]=2)[CH:10]=1)([CH3:4])([CH3:2])[CH3:3] |f:3.4|. The solvent is CO (methanol), O (water). Run at time 1 hour.